From a dataset of the Open Reaction Database (ORD), a public repository of structured organic reaction records. describe an organic reaction: reactants, conditions, products, and yield Product: C(C1=CC=CC=C1)OC1=C(C=C2C(=NC=NC2=C1)Cl)F (7-(benzyloxy)-4-chloro-6-fluoroquinazoline). As a reaction SMILES: [CH2:1]([O:8][C:9]1[CH:18]=[C:17]2[C:12]([C:13](=O)[N:14]=[CH:15][NH:16]2)=[CH:11][C:10]=1[F:20])[C:2]1[CH:7]=[CH:6][CH:5]=[CH:4][CH:3]=1.P(Cl)(Cl)([Cl:23])=O>>[CH2:1]([O:8][C:9]1[CH:18]=[C:17]2[C:12]([C:13]([Cl:23])=[N:14][CH:15]=[N:16]2)=[CH:11][C:10]=1[F:20])[C:2]1[CH:7]=[CH:6][CH:5]=[CH:4][CH:3]=1. The reactants are C(C1=CC=CC=C1)OC1=C(C=C2C(N=CNC2=C1)=O)F (7-(Benzyloxy)-6-fluoroquinazolin-4(1H)-one), P(=O)(Cl)(Cl)Cl (phosphorus oxychloride). Reported procedure: 7-(Benzyloxy)-6-fluoroquinazolin-4(1H)-one (2.00 g, 7.41 mmol) was taken up in phosphorus oxychloride (20 ml) and the reaction heated at reflux for 90 minutes. The reaction was cooled, azeotroped with toluene (2×50 ml) and taken up in dichloromethane (5 ml) The organic phase was washed with saturated aqueous sodium hydrogen carbonate solution and then dried over magnesium sulphate. Solvent evaporation in vacuo followed by drying of the solid in vacuo yielded 7-(benzyloxy)-4-chloro-6-fluoroquinaz... The yield is 71.0%. The reactants are amine HCl, CCN(C(C)C)C(C)C (DIEA), amine, C(C)(C)(C)O[C@H](C(=O)OCC)C=1C(=NC=2N(C1Cl)N=C(C2)C(=O)OCC)C ((S)-ethyl 6-(1-(tert-butoxy)-2-ethoxy-2-oxoethyl)-7-chloro-5-methylpyrazolo[1,5-a]pyrimidine-2-carboxylate), 4-(allyloxy)-4-methylpiperidine, HCl, CCN(C(C)C)C(C)C (DIEA), CN(C)C=O (DMF), CCOC(=O)C (EtOAc). Run in CCOCC (Et2O). Run at temperature 60 celsius, time 22 hour. The product is C(C=C)OC1(CCN(CC1)C1=C(C(=NC=2N1N=C(C2)C(=O)OCC)C)[C@@H](C(=O)OCC)OC(C)(C)C)C ((S)-ethyl 7-(4-(allyloxy)-4-methylpiperidin-1-yl)-6-(1-(tert-butoxy)-2-ethoxy-2-oxoethyl)-5-methylpyrazolo[1,5-a]pyrimidine-2-carboxylate). The yield is 93.0%. RXN SMILES: [C:1]([O:5][C@@H:6]([C:12]1[C:13]([CH3:27])=[N:14][C:15]2[N:16]([N:19]=[C:20]([C:22]([O:24][CH2:25][CH3:26])=[O:23])[CH:21]=2)[C:17]=1Cl)[C:7]([O:9][CH2:10][CH3:11])=[O:8])([CH3:4])([CH3:3])[CH3:2].CC[N:30]([CH:34]([CH3:36])C)[CH:31]([CH3:33])C.[CH3:37][CH2:38][O:39][C:40]([CH3:42])=O.[CH3:43]N(C=O)C>CCOCC>[CH2:38]([O:39][C:40]1([CH3:42])[CH2:33][CH2:31][N:30]([C:17]2[N:16]3[N:19]=[C:20]([C:22]([O:24][CH2:25][CH3:26])=[O:23])[CH:21]=[C:15]3[N:14]=[C:13]([CH3:27])[C:12]=2[C@H:6]([O:5][C:1]([CH3:4])([CH3:3])[CH3:2])[C:7]([O:9][CH2:10][CH3:11])=[O:8])[CH2:34][CH2:36]1)[CH:37]=[CH2:43]. Procedure: A mixture of (S)-ethyl 6-(1-(tert-butoxy)-2-ethoxy-2-oxoethyl)-7-chloro-5-methylpyrazolo[1,5-a]pyrimidine-2-carboxylate (21.4 g, 53.8 mmol), 4-(allyloxy)-4-methylpiperidine, HCl (11.34 g, 59.2 mmol) and DIEA (10.33 ml, 59.2 mmol) in DMF (100 mL) was stirred at 60° C. (oil bath temp) for 22 h. Note: LCMS of the reaction mixture was identical at 2 and 22 h, indicating that there may not be enough amine for the reaction to complete. The amineHCl salt was free flowing liquid, possible due to the abs... The reactants are CC(C)(C)OC(=O)N1CCN(Cc2ccnc(Cl)c2)CC1, O=C([O-])[O-], CCOC(C)=O, Cc1ccccc1, [Cs+], [Cs+], Nc1cc2ccccc2cn1, O=C(C=Cc1ccccc1)C=Cc1ccccc1, O=C(C=Cc1ccccc1)C=Cc1ccccc1, O=C(C=Cc1ccccc1)C=Cc1ccccc1, [Pd], [Pd]. The product is CC(C)(C)OC(=O)N1CCN(Cc2ccnc(Nc3cc4ccccc4cn3)c2)CC1. RXN SMILES: [C:1](=[O:2])([O:3][C:4]([CH3:5])([CH3:6])[CH3:7])[N:8]1[CH2:9][CH2:10][N:11]([CH2:14][c:15]2[cH:16][c:17]([Cl:21])[n:18][cH:19][cH:20]2)[CH2:12][CH2:13]1.[C:33](=[O:34])([O-:35])[O-:36].[CH3:39][CH2:40][O:41][C:42]([CH3:43])=[O:44].[CH3:45][c:46]1[cH:47][cH:48][cH:49][cH:50][cH:51]1.[Cs+:37].[Cs+:38].[NH2:22][c:23]1[n:24][cH:25][c:26]2[cH:27][cH:28][cH:29][cH:30][c:31]2[cH:32]1.[O:54]=[C:55]([CH:56]=[CH:57][c:58]1[cH:59][cH:60][cH:61][cH:62][cH:63]1)[CH:64]=[CH:65][c:66]1[cH:67][cH:68][cH:69][cH:70][cH:71]1.[O:72]=[C:73]([CH:74]=[CH:75][c:76]1[cH:77][cH:78][cH:79][cH:80][cH:81]1)[CH:82]=[CH:83][c:84]1[cH:85][cH:86][cH:87][cH:88][cH:89]1.[O:90]=[C:91]([CH:92]=[CH:93][c:94]1[cH:95][cH:96][cH:97][cH:98][cH:99]1)[CH:100]=[CH:101][c:102]1[cH:103][cH:104][cH:105][cH:106][cH:107]1.[Pd:52].[Pd:53]>>[C:1](=[O:2])([O:3][C:4]([CH3:5])([CH3:6])[CH3:7])[N:8]1[CH2:9][CH2:10][N:11]([CH2:14][c:15]2[cH:16][c:17]([NH:22][c:23]3[n:24][cH:25][c:26]4[cH:27][cH:28][cH:29][cH:30][c:31]4[cH:32]3)[n:18][cH:19][cH:20]2)[CH2:12][CH2:13]1. The reactants are FC(C(=O)OCC)(F)F (ethyl trifluoroacetate), C(C)(C)(C)OC(=O)N1[C@@H]([C@H]2C[C@H]2C1)CN ((1S,2S,5R)-2-Aminomethyl-3-aza-bicyclo[3.1.0]hexane-3-carboxylic acid tert-butyl ester). Procedure details: At 0° C. ethyl trifluoroacetate (41.9 mmol, 1.3 eq) is added to a solution of (1S,2S,5R)-2-Aminomethyl-3-aza-bicyclo[3.1.0]hexane-3-carboxylic acid tert-butyl ester (32.0 mmol, 1.00 eq) in THF (80 mL). The mixture is stirred at RT for 90 min and the solvents are removed in vacuo to give the desired product which is used without further purification in the next step. LC-MS: tR=0.94 min; [M+H]+=309.1. As a reaction SMILES: [F:1][C:2]([F:9])([F:8])[C:3]([O:5]CC)=O.[C:10]([O:14][C:15]([N:17]1[CH2:22][C@H:21]2[C@H:19]([CH2:20]2)[C@H:18]1[CH2:23][NH2:24])=[O:16])([CH3:13])([CH3:12])[CH3:11]>C1COCC1>[C:10]([O:14][C:15]([N:17]1[CH2:22][C@H:21]2[C@H:19]([CH2:20]2)[C@H:18]1[CH2:23][NH:24][C:3](=[O:5])[C:2]([F:1])([F:8])[F:9])=[O:16])([CH3:13])([CH3:12])[CH3:11]. Conditions: time 90 minute. The solvent is C1CCOC1 (THF). The product is C(C)(C)(C)OC(=O)N1[C@@H]([C@H]2C[C@H]2C1)CNC(C(F)(F)F)=O ((1S,2S,5R)-2-[(2,2,2-Trifluoro-acetylamino)-methyl]-3-aza-bicyclo[3.1.0]hexane-3-carboxylic Acid Tert-butyl Ester).